This data is from the Open Reaction Database (ORD), a public repository of structured organic reaction records. The task is: describe an organic reaction: reactants, conditions, products, and yield Starting materials: C1=CC=C(C=C1)[Se]Br (benzeneselenyl bromide), CN(C=O)C (dimethylformamide), ClC1=CC=C(C=C1)[C@@H](C(=O)N)N(C(C=CC1=CC=CC=C1)=O)[C@H](C)C1=CC=C(C=C1)Cl ((S)-α-(4-chlorophenyl)-α-[(R)-N-[1-(4-chlorophenyl)ethyl]-N-(cinnamoyl)amino]acetamide). Reagents/catalysts: [O-]S(=O)(=O)C(F)(F)F.[Ag+] (Silver triflate). Run in C(C)#N (acetonitrile). Run at time 6 hour. Product: ClC1=CC=C(C=C1)[C@H]1C(NC(C(C(N1[C@H](C)C1=CC=C(C=C1)Cl)=O)[Se]C1=CC=CC=C1)C1=CC=CC=C1)=O ((3S)-1,3,6,7-Tetrahydro-3-(4-chlorophenyl)-4-[(R)-1-(4-chlorophenyl)ethyl]-7-phenyl-6-(phenylseleno)-1,4-diazepine-2,5-dione). Reaction SMILES: [Cl:1][C:2]1[CH:7]=[CH:6][C:5]([C@H:8]([N:12]([C@@H:23]([C:25]2[CH:30]=[CH:29][C:28]([Cl:31])=[CH:27][CH:26]=2)[CH3:24])[C:13](=[O:22])[CH:14]=[CH:15][C:16]2[CH:21]=[CH:20][CH:19]=[CH:18][CH:17]=2)[C:9]([NH2:11])=[O:10])=[CH:4][CH:3]=1.[CH:32]1[CH:37]=[CH:36][C:35]([Se:38]Br)=[CH:34][CH:33]=1.CN(C)C=O>C(#N)C.[O-]S(C(F)(F)F)(=O)=O.[Ag+]>[Cl:1][C:2]1[CH:3]=[CH:4][C:5]([C@@H:8]2[N:12]([C@@H:23]([C:25]3[CH:26]=[CH:27][C:28]([Cl:31])=[CH:29][CH:30]=3)[CH3:24])[C:13](=[O:22])[CH:14]([Se:38][C:35]3[CH:36]=[CH:37][CH:32]=[CH:33][CH:34]=3)[CH:15]([C:16]3[CH:21]=[CH:20][CH:19]=[CH:18][CH:17]=3)[NH:11][C:9]2=[O:10])=[CH:6][CH:7]=1 |f:4.5|. Procedure: Silver triflate (1.69 g, 6.6 mmol) was added to a stirred solution of (S)-α-(4-chlorophenyl)-α-[(R)-N-[1-(4-chlorophenyl)ethyl]-N-(cinnamoyl)amino]acetamide (1.5 g, 3.3 mmol), in acetonitrile (120 mL). To the resulting solution was successively added benzeneselenyl bromide (1.54 g, 6.53 mmol) and dimethylformamide (5.2 mL). After 6 h, the solvent was evaporated in vacuo. The residue was partitioned between ethyl acetate (100 mL) and 1N sodium hydrogenocarbonate (70 mL), dried (Na2SO4), and evapo... The reactants are CCS(=O)(=O)N1CCNCC1, CCOc1ccsc1C1=NC(c2ccc(Cl)cc2)C(c2ccc(Cl)cc2)N1C(=O)N1CCN(CC(=O)NC(C)(C)C)CC1. Product: CCOc1ccsc1C1=NC(c2ccc(Cl)cc2)C(c2ccc(Cl)cc2)N1C(=O)N1CCN(S(=O)(=O)CC)CC1. RXN SMILES: [CH2:44]([CH3:45])[S:46](=[O:47])(=[O:48])[N:49]1[CH2:50][CH2:51][NH:52][CH2:53][CH2:54]1.[Cl:1][c:2]1[cH:3][cH:4][c:5]([CH:8]2[N:9]=[C:10]([c:36]3[s:37][cH:38][cH:39][c:40]3[O:41][CH2:42][CH3:43])[N:11]([C:20](=[O:21])[N:22]3[CH2:23][CH2:24][N:25]([CH2:26][C:27]([NH:28][C:29]([CH3:30])([CH3:31])[CH3:32])=[O:33])[CH2:34][CH2:35]3)[CH:12]2[c:13]2[cH:14][cH:15][c:16]([Cl:19])[cH:17][cH:18]2)[cH:6][cH:7]1>>[Cl:1][c:2]1[cH:3][cH:4][c:5]([CH:8]2[N:9]=[C:10]([c:36]3[s:37][cH:38][cH:39][c:40]3[O:41][CH2:42][CH3:43])[N:11]([C:20](=[O:21])[N:52]3[CH2:51][CH2:50][N:49]([S:46]([CH2:44][CH3:45])(=[O:47])=[O:48])[CH2:54][CH2:53]3)[CH:12]2[c:13]2[cH:14][cH:15][c:16]([Cl:19])[cH:17][cH:18]2)[cH:6][cH:7]1. The reactants are CC=1C(=NC2=CC=CC=C2C1)Cl (3-methyl-2-chloroquinoline), O.NN (hydrazine hydrate). Yields the product N(N)C1=NC2=CC=CC=C2C=C1C (2-hydrazino-3-methylquinoline). Reaction SMILES: [CH3:1][C:2]1[C:3](Cl)=[N:4][C:5]2[C:10]([CH:11]=1)=[CH:9][CH:8]=[CH:7][CH:6]=2.O.[NH2:14][NH2:15]>>[NH:14]([C:3]1[C:2]([CH3:1])=[CH:11][C:10]2[C:5](=[CH:6][CH:7]=[CH:8][CH:9]=2)[N:4]=1)[NH2:15] |f:1.2|. Procedure: 73.5 g of 3-methyl-2-chloroquinoline in 102 ml of hydrazine hydrate are heated under reflux for 3 hours. The reaction mixture is cooled and the solid is filtered off, washed and dried. The crystalline mass obtained is recrystallized from isopropanol to give 50.5 g of 2-hydrazino-3-methylquinoline melting at 128° C. Starting materials: ClC1=C(OC2=C(C=NC=C2)C(=O)N2CCCC3=CC=CC=C23)C=C(C=C1)Cl ([4-(2,5-Dichloro-phenoxy)-pyridin-3-yl]-(3,4-dihydro-2H-quinolin-1-yl)-methanone), C1(CC1)N1CCNC2=CC=CC=C12 (1-cyclopropyl-1,2,3,4-tetrahydro-quinoxaline), yellow foam. Yields the product C1(CC1)N1CCN(C2=CC=CC=C12)C(=O)C=1C=NC=CC1OC1=C(C=CC(=C1)Cl)Cl ((4-Cyclopropyl-3,4-dihydro-2H-quinoxalin-1-yl)-[4-(2,5-dichloro-phenoxy)-pyridin-3-yl]-methanone). RXN SMILES: [Cl:1][C:2]1[CH:26]=[CH:25][C:24]([Cl:27])=[CH:23][C:3]=1[O:4][C:5]1[CH:10]=[CH:9][N:8]=[CH:7][C:6]=1[C:11](N1C2C(=CC=CC=2)CCC1)=[O:12].[CH:28]1([N:31]2[C:40]3[C:35](=[CH:36][CH:37]=[CH:38][CH:39]=3)[NH:34][CH2:33][CH2:32]2)[CH2:30][CH2:29]1>>[CH:28]1([N:31]2[C:40]3[C:35](=[CH:36][CH:37]=[CH:38][CH:39]=3)[N:34]([C:11]([C:6]3[CH:7]=[N:8][CH:9]=[CH:10][C:5]=3[O:4][C:3]3[CH:23]=[C:24]([Cl:27])[CH:25]=[CH:26][C:2]=3[Cl:1])=[O:12])[CH2:33][CH2:32]2)[CH2:30][CH2:29]1. Procedure: The title compound was prepared in analogy to Example 1, from 4-(2,5-dichloro-phenoxy)-nicotinic acid (Example 1, intermediate) and 1-cyclopropyl-1,2,3,4-tetrahydro-quinoxaline. Light yellow foam (72%). MS (ESI): m/z=440.092 [M+H]+.